This data is from the Open Reaction Database (ORD), a public repository of structured organic reaction records. The task is: describe an organic reaction: reactants, conditions, products, and yield Starting materials: ClC=1C=2N(C3=CC=CC=C3N1)C(=NN2)CCC (4-Chloro-1-n-propyl-[1,2,4]-triazolo[4,3-a]quinoxaline), product, C(C)NCC (diethylamine). The solvent is CN(C=O)C (N,N-dimethylformamide). Product: C(C)N(C=1C=2N(C3=CC=CC=C3N1)C(=NN2)CCC)CC (4-diethylamino-1-n-propyl-[1,2,4]triazolo[4,3-a]quinoxaline). Isolated yield 78.0%. Reaction SMILES: Cl[C:2]1[C:3]2[N:4]([C:12]([CH2:15][CH2:16][CH3:17])=[N:13][N:14]=2)[C:5]2[C:10]([N:11]=1)=[CH:9][CH:8]=[CH:7][CH:6]=2.[CH2:18]([NH:20][CH2:21][CH3:22])[CH3:19]>CN(C)C=O>[CH2:18]([N:20]([CH2:21][CH3:22])[C:2]1[C:3]2[N:4]([C:12]([CH2:15][CH2:16][CH3:17])=[N:13][N:14]=2)[C:5]2[C:10]([N:11]=1)=[CH:9][CH:8]=[CH:7][CH:6]=2)[CH3:19]. Procedure: 4-Chloro-1-n-propyl-[1,2,4]-triazolo[4,3-a]quinoxaline (1.23 g., 0.005 mole), the product of Example 5, and 1.1 g. (0.015 mole) of diethylamine in N,N-dimethylformamide (15 ml.) were stirred at room temperature for 2 hours. The reaction mixture was then poured over ice. The precipitate was removed by filtration, washed with water and air dried. Recrystallization (twice) from ethanol/water afforded 1.1 g. (78% yield) of pure 4-diethylamino-1-n-propyl-[1,2,4]triazolo[4,3-a]quinoxaline, m.p. 92°-94... Yields the product C(C)(=O)OCCOC1=NN(C(=C1I)NS(=O)(=O)C1=CC=C(C=C1)C(C)(C)C)C (2-{[5-({[4-(tert-butyl)phenyl]sulfonyl}amino)-4-iodo-1-methyl-1H-pyrazol-3-yl]oxy}ethyl acetate), solid. Run in O1CCCC1 (tetrahydrofuran), C(C)(=O)OCC (ethyl acetate), O (water), [Cl-].[Na+].O (brine). As a reaction SMILES: [C:1]([O:4][CH2:5][CH2:6][O:7][C:8]1[CH:12]=[C:11]([NH:13][S:14]([C:17]2[CH:22]=[CH:21][C:20]([C:23]([CH3:26])([CH3:25])[CH3:24])=[CH:19][CH:18]=2)(=[O:16])=[O:15])[N:10]([CH3:27])[N:9]=1)(=[O:3])[CH3:2].[I:28]N1C(=O)CCC1=O.S(S([O-])=O)([O-])(=O)=O.[Na+].[Na+]>O1CCCC1.C(OCC)(=O)C.O.[Cl-].[Na+].O>[C:1]([O:4][CH2:5][CH2:6][O:7][C:8]1[C:12]([I:28])=[C:11]([NH:13][S:14]([C:17]2[CH:18]=[CH:19][C:20]([C:23]([CH3:26])([CH3:25])[CH3:24])=[CH:21][CH:22]=2)(=[O:15])=[O:16])[N:10]([CH3:27])[N:9]=1)(=[O:3])[CH3:2] |f:2.3.4,8.9.10|. Reported procedure: To 2-{[5-({[4-(tert-butyl)phenyl]sulfonyl}amino)-1-methyl-1H-pyrazol-3-yl]oxy}ethyl acetate (Preparation 8) (1.15 g) in solution in tetrahydrofuran (200 ml) was added portionwise N-iodosuccinimide (18 g), at room temperature. The reaction mixture was stirred at room temperature for 2 hours. The reaction was then diluted with ethyl acetate (150 ml), water (50 ml) and brine (50 ml). A 1M solution of sodium metabisulphite (100 ml) was added and the organic layer separated. The organics were washed ... Reactants: C(C)(=O)OCCOC1=NN(C(=C1)NS(=O)(=O)C1=CC=C(C=C1)C(C)(C)C)C (2-{[5-({[4-(tert-butyl)phenyl]sulfonyl}amino)-1-methyl-1H-pyrazol-3-yl]oxy}ethyl acetate), IN1C(CCC1=O)=O (N-iodosuccinimide), solution, S(=O)(=O)([O-])S(=O)[O-].[Na+].[Na+] (sodium metabisulphite). Reaction conditions: time 2 hour. RXN SMILES: [CH3:1][O:2][C:3]([CH2:4][O:5][c:6]1[c:7]2[c:8]([CH3:30])[c:9]([CH2:21][c:22]3[c:23]([F:29])[cH:24][c:25]([F:28])[cH:26][cH:27]3)[c:10]([O:17][CH:18]([F:19])[F:20])[n:11][c:12]2[c:13]([F:16])[cH:14][cH:15]1)=[O:31].[CH3:32][OH:33].[CH3:37][C:38](=[O:39])[OH:40].[Na+:36].[OH-:35].[OH2:34]>>[O:2]=[C:3]([CH2:4][O:5][c:6]1[c:7]2[c:8]([CH3:30])[c:9]([CH2:21][c:22]3[c:23]([F:29])[cH:24][c:25]([F:28])[cH:26][cH:27]3)[c:10]([O:17][CH:18]([F:19])[F:20])[n:11][c:12]2[c:13]([F:16])[cH:14][cH:15]1)[OH:31]. The product is Cc1c(Cc2ccc(F)cc2F)c(OC(F)F)nc2c(F)ccc(OCC(=O)O)c12. Starting materials: COC(=O)COc1ccc(F)c2nc(OC(F)F)c(Cc3ccc(F)cc3F)c(C)c12, CO, CC(=O)O, [Na+], [OH-], O. Reactants: C(C)OC(=O)C=1C(=C2C(=CN1)SN=C2C2=CC=C(C=C2)Cl)O (3-(4-Chloro-phenyl)-4-hydroxy-isothiazolo[5,4-c]pyridine-5-carboxylic acid ethyl ester), N[C@H](C)C(=O)O (D-alanine), C[O-].[Na+] (NaOMe). Product: ClC1=CC=C(C=C1)C1=NSC2=CN=C(C(=C21)O)C(=O)N[C@@H](C(=O)O)C ((R)-2-{[3-(4-Chloro-phenyl)-4-hydroxy-isothiazolo[5,4-c]pyridine-5-carbonyl]-amino}-propionic acid). The yield is 69.6%. RXN SMILES: C(O[C:4]([C:6]1[C:7]([OH:22])=[C:8]2[C:14]([C:15]3[CH:20]=[CH:19][C:18]([Cl:21])=[CH:17][CH:16]=3)=[N:13][S:12][C:9]2=[CH:10][N:11]=1)=[O:5])C.[NH2:23][C@@H:24]([C:26]([OH:28])=[O:27])[CH3:25].C[O-].[Na+]>>[Cl:21][C:18]1[CH:17]=[CH:16][C:15]([C:14]2[C:8]3[C:9](=[CH:10][N:11]=[C:6]([C:4]([NH:23][C@H:24]([CH3:25])[C:26]([OH:28])=[O:27])=[O:5])[C:7]=3[OH:22])[S:12][N:13]=2)=[CH:20][CH:19]=1 |f:2.3|. Procedure details: A mixture of 3-(4-Chloro-phenyl)-4-hydroxy-isothiazolo[5,4-c]pyridine-5-carboxylic acid ethyl ester (50 mg, 0.149 mmol), D-alanine (400 mg, 4.49 mmol) and NaOMe (7.45 mL, 3.72 mmol, 0.5 M solution in MeOH) was refluxed for 48 h before it was concentrated in vacuo. The residue was dissolved in water (50 mL) and washed with CH2Cl2 (2×20 mL). The aqueous solution was then acidified by addition of 1N HCl solution. The resulting precipitate was sucked off, washed with water, and dried in vacuo to giv...